Dataset: the Open Reaction Database (ORD), a public repository of structured organic reaction records. Task: describe an organic reaction: reactants, conditions, products, and yield Reaction SMILES: [B-:1]([F:2])([F:3])([F:4])[F:5].[CH3:6][O+:7]([CH3:8])[CH3:9].[Cl:53][CH2:54][Cl:55].[F:10][C:11]([c:12]1[cH:13][c:14]([CH:22]([CH3:23])[N:24]([C:25](=[O:26])[N:27]2[CH:28]([c:42]3[c:43]([CH3:49])[cH:44][c:45]([F:48])[cH:46][cH:47]3)[CH2:29][C:30]3([CH2:31][CH:32]([C:36](=[O:37])[O:38][CH3:39])[C:33](=[O:35])[NH:34]3)[CH2:40][CH2:41]2)[CH3:50])[cH:15][c:16]([C:18]([F:19])([F:20])[F:21])[cH:17]1)([F:51])[F:52]>>[F:10][C:11]([c:12]1[cH:13][c:14]([CH:22]([CH3:23])[N:24]([C:25](=[O:26])[N:27]2[CH:28]([c:42]3[c:43]([CH3:49])[cH:44][c:45]([F:48])[cH:46][cH:47]3)[CH2:29][C:30]3([CH2:31][CH:32]([C:36](=[O:37])[O:38][CH3:39])[CH2:33][NH:34]3)[CH2:40][CH2:41]2)[CH3:50])[cH:15][c:16]([C:18]([F:19])([F:20])[F:21])[cH:17]1)([F:51])[F:52]. The product is COC(=O)C1CNC2(CCN(C(=O)N(C)C(C)c3cc(C(F)(F)F)cc(C(F)(F)F)c3)C(c3ccc(F)cc3C)C2)C1. Starting materials: F[B-](F)(F)F, C[O+](C)C, ClCCl, COC(=O)C1CC2(CCN(C(=O)N(C)C(C)c3cc(C(F)(F)F)cc(C(F)(F)F)c3)C(c3ccc(F)cc3C)C2)NC1=O. The reactants are ClC1=CC2=C(N(C(N2CCCCl)=O)C(=O)OC(C)(C)C)C=C1 (tert-butyl 5-chloro-3-(3-chloropropyl)-2-oxo-2,3-dihydro-1H-benzo[d]imidazole-1-carboxylate). Solvent: Cl (hydrogen chloride), O1CCOCC1 (dioxane). Yields the product hydrogen chloride salt, ClC=1C=CC2=C(N(C(N2)=O)CCCCl)C1 (6-chloro-1-(3-chloropropyl)-1H-benzo[d]imidazol-2(3H)-one). Yield: 135.2%. RXN SMILES: [Cl:1][C:2]1[CH:22]=[CH:21][C:5]2[N:6](C(OC(C)(C)C)=O)[C:7](=[O:13])[N:8]([CH2:9][CH2:10][CH2:11][Cl:12])[C:4]=2[CH:3]=1>Cl.O1CCOCC1>[Cl:1][C:2]1[CH:22]=[CH:21][C:5]2[NH:6][C:7](=[O:13])[N:8]([CH2:9][CH2:10][CH2:11][Cl:12])[C:4]=2[CH:3]=1. Reported procedure: A solution of tert-butyl 5-chloro-3-(3-chloropropyl)-2-oxo-2,3-dihydro-1H-benzo[d]imidazole-1-carboxylate (528 mg, 1.53 mmol, 1 equiv) in 4M hydrogen chloride solution in dioxane was stirred at ambient temperature for 2 hours. The reaction mixture was concentrated and dried in vacuo to afford the hydrogen chloride salt of the title compound as a cream powder (507 mg, quant); 1H NMR (400 MHz, DMSO-d6): δ 2.03-2.12 (m, 2H); 3.63-3.72 (m, 2H); 3.90 (t, 2H, J=7.2 and 6.8 Hz); 7.00 (d, 1H, J=2 Hz); 7... The reactants are O, O, CC(=O)C1C(C)CC2C3CCC4CC(O)CCC4(C)C3C(=O)CC21C, OCCO, Cc1ccc(S(=O)(=O)O)cc1, c1ccccc1. Product: CC1CC2C3CCC4CC(O)CCC4(C)C3C(=O)CC2(C)C1C1(C)OCCO1. Reaction SMILES: [OH2:36].[OH2:48].[OH:1][CH:2]1[CH2:3][CH:4]2[CH2:5][CH2:6][CH:7]3[CH:8]4[CH2:9][CH:10]([CH3:25])[CH:11]([C:12]([CH3:13])=[O:14])[C:15]4([CH3:24])[CH2:16][C:17](=[O:23])[CH:18]3[C:19]2([CH3:22])[CH2:20][CH2:21]1.[OH:32][CH2:33][CH2:34][OH:35].[c:37]1([CH3:38])[cH:39][cH:40][c:41]([S:42]([OH:43])(=[O:44])=[O:45])[cH:46][cH:47]1.[cH:26]1[cH:27][cH:28][cH:29][cH:30][cH:31]1>>[OH:1][CH:2]1[CH2:3][CH:4]2[CH2:5][CH2:6][CH:7]3[CH:8]4[CH2:9][CH:10]([CH3:25])[CH:11]([C:12]5([CH3:13])[O:14][CH2:34][CH2:33][O:32]5)[C:15]4([CH3:24])[CH2:16][C:17](=[O:23])[CH:18]3[C:19]2([CH3:22])[CH2:20][CH2:21]1. Isolated yield 93.1%. Starting materials: N#CN (cyanamide), NC=1C=C2C=CNC2=CC1 (5-aminoindole), N#CN (cyanamide), [N+](=O)(O)[O-] (nitric acid). Reaction SMILES: [N:1]#[C:2][NH2:3].[NH2:4][C:5]1[CH:6]=[C:7]2[C:11](=[CH:12][CH:13]=1)[NH:10][CH:9]=[CH:8]2.[N+:14]([O-:17])([OH:16])=[O:15]>O.C(O)C>[N+:14]([O-:17])([OH:16])=[O:15].[NH:4]([C:5]1[CH:6]=[C:7]2[C:11](=[CH:12][CH:13]=1)[NH:10][CH:9]=[CH:8]2)[C:2]([NH2:3])=[NH:1] |f:5.6|. Yields the product [N+](=O)(O)[O-].N(C(=N)N)C=1C=C2C=CNC2=CC1 (5-guanidinoindole nitrate). Procedure: A freshly prepared solution of cyanamide (0.48 g, 11.43 mmol) in water (1 ml) was added to a solution of 5-aminoindole (1.00 g, 7.56 mmol) in ethanol (5 ml). The mixture was treated with concentrated nitric acid (69%, 0.51 ml, 7.90 mmol) and then refluxed for 18 h. A further quantity of cyanamide (0.24 g, 5.71 mmol) was added and then heating continued for 5 h. The reaction mixture was cooled to room temperature and evaporated in vacuo. The residue was triturated with ethyl acetate and the resul... Run in O (water), C(C)O (ethanol). Reaction conditions: time 5 hour. The reactants are [OH-].[Na+] (sodium hydroxide), Cl (hydrochloric acid), BrC1=CC(=CC=2C(C3=C(C=CC=C3OC12)F)=O)O (4-bromo-8-fluoro-2-hydroxy-9-oxo-9H-xanthene), C([O-])([O-])=O.[K+].[K+] (potassium carbonate), BrCC(=O)OCC (ethyl bromoacetate). Run in O (water), CN(C)C=O (DMF). Reaction conditions: time 4 hour. Product: BrC1=CC(=CC=2C(C3=C(C=CC=C3OC12)F)=O)OCC(=O)O (4-bromo-8-fluoro-9-oxo-9H-xanthene-2-yloxyacetic acid). The yield is 67.4%. RXN SMILES: [Br:1][C:2]1[C:15]2[O:14][C:13]3[C:8](=[C:9]([F:16])[CH:10]=[CH:11][CH:12]=3)[C:7](=[O:17])[C:6]=2[CH:5]=[C:4]([OH:18])[CH:3]=1.C(=O)([O-])[O-].[K+].[K+].Br[CH2:26][C:27]([O:29]CC)=[O:28].[OH-].[Na+].Cl>O.CN(C=O)C>[Br:1][C:2]1[C:15]2[O:14][C:13]3[C:8](=[C:9]([F:16])[CH:10]=[CH:11][CH:12]=3)[C:7](=[O:17])[C:6]=2[CH:5]=[C:4]([O:18][CH2:26][C:27]([OH:29])=[O:28])[CH:3]=1 |f:1.2.3,5.6|. Procedure details: A mixture of 4-bromo-8-fluoro-2-hydroxy-9-oxo-9H-xanthene (1.5 g), potassium carbonate (3.4 g), ethyl bromoacetate (4.2 g) and DMF (60 ml) was stirred at 60°-65° C. for 4 hours. After cooling the mixture, sodium hydroxide (2 g) and water (100 ml) were added and the resulting mixture was stirred at 90°-100° C. for 30 minutes. After cooling, the mixture was rendered acidic with hydrochloric acid and the solid crystal was recovered by filtration, washed with water and dried. Recrystallization from ... Yields the product CCOC(=O)COc1ccc(C#N)c(-c2ccc(-c3sccc3NS(=O)(=O)C(C)C)cc2)c1. RXN SMILES: [C:44](=[O:45])([O-:46])[O-:47].[CH2:1]([CH3:2])[O:3][C:4]([CH2:5][O:6][c:7]1[cH:8][c:9]([Cl:15])[c:10]([C:13]#[N:14])[cH:11][cH:12]1)=[O:16].[CH2:51]1[O:52][CH2:53][CH2:54][O:55][CH2:56]1.[CH3:17][C:18]1([CH3:19])[C:20]([CH3:21])([CH3:22])[O:23][B:24]([c:25]2[cH:26][cH:27][c:28](-[c:31]3[s:32][cH:33][cH:34][c:35]3[NH:36][S:37](=[O:38])(=[O:39])[CH:40]([CH3:41])[CH3:42])[cH:29][cH:30]2)[O:43]1.[ClH:50].[Na+:48].[Na+:49]>>[CH2:1]([CH3:2])[O:3][C:4]([CH2:5][O:6][c:7]1[cH:8][c:9](-[c:25]2[cH:26][cH:27][c:28](-[c:31]3[s:32][cH:33][cH:34][c:35]3[NH:36][S:37](=[O:38])(=[O:39])[CH:40]([CH3:41])[CH3:42])[cH:29][cH:30]2)[c:10]([C:13]#[N:14])[cH:11][cH:12]1)=[O:16]. The reactants are O=C([O-])[O-], CCOC(=O)COc1ccc(C#N)c(Cl)c1, C1COCCO1, CC(C)S(=O)(=O)Nc1ccsc1-c1ccc(B2OC(C)(C)C(C)(C)O2)cc1, Cl, [Na+], [Na+].